This data is from the Open Reaction Database (ORD), a public repository of structured organic reaction records. The task is: describe an organic reaction: reactants, conditions, products, and yield Reactants: COCC=1CS[C@H]2N(C1C(=O)OC(C1=CC=CC=C1)C1=CC=CC=C1)C(C2NC(CC=2SC=CC2)=O)=O (benzhydryl 3-methoxymethyl-7-[2-(2-thienyl)-acetamido]-3-cephem-4-carboxylate), C[Li] (methyl lithium), ClOC(C)(C)C (t-butyl hypochlorite). Solvent: CO (methanol). The product is COCC=1CS[C@H]2N(C1C(=O)OC(C1=CC=CC=C1)C1=CC=CC=C1)C(C2(NC(CC=2SC=CC2)=O)OC)=O (benzhydryl 3-methoxymethyl-7-methoxy-7-[2-(2-thienyl)acetamido]-3-cephem-4-carboxylate). Reaction SMILES: [CH3:1][O:2][CH2:3][C:4]1[CH2:5][S:6][C@@H:7]2[CH:27]([NH:28][C:29](=[O:36])[CH2:30][C:31]3[S:32][CH:33]=[CH:34][CH:35]=3)[C:26](=[O:37])[N:8]2[C:9]=1[C:10]([O:12][CH:13]([C:20]1[CH:25]=[CH:24][CH:23]=[CH:22][CH:21]=1)[C:14]1[CH:19]=[CH:18][CH:17]=[CH:16][CH:15]=1)=[O:11].C[Li].Cl[O:41][C:42](C)(C)C>CO>[CH3:1][O:2][CH2:3][C:4]1[CH2:5][S:6][C@@H:7]2[C:27]([O:41][CH3:42])([NH:28][C:29](=[O:36])[CH2:30][C:31]3[S:32][CH:33]=[CH:34][CH:35]=3)[C:26](=[O:37])[N:8]2[C:9]=1[C:10]([O:12][CH:13]([C:14]1[CH:15]=[CH:16][CH:17]=[CH:18][CH:19]=1)[C:20]1[CH:25]=[CH:24][CH:23]=[CH:22][CH:21]=1)=[O:11]. Procedure: In accordance with the procedures described by Example 1, benzhydryl 3-methoxymethyl-7-[2-(2-thienyl)-acetamido]-3-cephem-4-carboxylate was reacted at a temperature of -80° C. with methyl lithium in the presence of methanol and t-butyl hypochlorite to provide benzhydryl 3-methoxymethyl-7-methoxy-7-[2-(2-thienyl)acetamido]-3-cephem-4-carboxylate. Reactants: Cn1c(=O)c(Br)cc2cnnc(-c3ccc(F)cc3F)c21, O=C([O-])[O-], Cc1ccccc1, [Cs+], [Cs+], Nc1ccc(F)cc1F, CC(=O)[O-], CC(=O)[O-], [Pd+2], CC1(C)c2cccc(P(c3ccccc3)c3ccccc3)c2Oc2c(P(c3ccccc3)c3ccccc3)cccc21. Yields the product Cn1c(=O)c(Nc2ccc(F)cc2F)cc2cnnc(-c3ccc(F)cc3F)c21. As a reaction SMILES: [Br:1][c:2]1[cH:3][c:4]2[cH:5][n:6][n:7][c:8](-[c:14]3[c:15]([F:21])[cH:16][c:17]([F:20])[cH:18][cH:19]3)[c:9]2[n:10]([CH3:13])[c:11]1=[O:12].[C:64](=[O:65])([O-:66])[O-:67].[CH3:79][c:80]1[cH:81][cH:82][cH:83][cH:84][cH:85]1.[Cs+:68].[Cs+:69].[F:70][c:71]1[c:72]([NH2:78])[cH:73][cH:74][c:75]([F:77])[cH:76]1.[O-:87][C:88]([CH3:89])=[O:90].[O-:91][C:92]([CH3:93])=[O:94].[Pd+2:86].[c:22]1([P:23]([c:24]2[cH:25][cH:26][cH:27][cH:28][cH:29]2)[c:30]2[c:31]3[c:55]([cH:56][cH:57][cH:58]2)[C:52]([CH3:53])([CH3:54])[c:34]2[c:33]([c:38]([P:39]([c:40]4[cH:41][cH:42][cH:43][cH:44][cH:45]4)[c:46]4[cH:47][cH:48][cH:49][cH:50][cH:51]4)[cH:37][cH:36][cH:35]2)[O:32]3)[cH:59][cH:60][cH:61][cH:62][cH:63]1>>[c:2]1([NH:78][c:72]2[c:71]([F:70])[cH:76][c:75]([F:77])[cH:74][cH:73]2)[cH:3][c:4]2[cH:5][n:6][n:7][c:8](-[c:14]3[c:15]([F:21])[cH:16][c:17]([F:20])[cH:18][cH:19]3)[c:9]2[n:10]([CH3:13])[c:11]1=[O:12]. Reactants: CCNc1ccc(S(N)(=O)=O)cc1, CC(C)=O, O=C=Nc1ccc(Cl)cc1, [Na+], [OH-]. Product: CCNc1ccc(S(=O)(=O)NC(=O)Nc2ccc(Cl)cc2)cc1. RXN SMILES: [CH2:1]([CH3:2])[NH:3][c:4]1[cH:5][cH:6][c:7]([S:10](=[O:11])(=[O:12])[NH2:13])[cH:8][cH:9]1.[CH3:24][C:25](=[O:26])[CH3:27].[Cl:14][c:15]1[cH:16][cH:17][c:18]([N:21]=[C:22]=[O:23])[cH:19][cH:20]1.[Na+:29].[OH-:28]>>[CH2:1]([CH3:2])[NH:3][c:4]1[cH:5][cH:6][c:7]([S:10](=[O:11])(=[O:12])[NH:13][C:22]([NH:21][c:18]2[cH:17][cH:16][c:15]([Cl:14])[cH:20][cH:19]2)=[O:23])[cH:8][cH:9]1. Reactants: ClC1=NC=CC(=N1)C=1SC=CC1 (2-chloro-4-thiophen-2-yl-pyrimidine), N1CCNCC1 (piperazine). The solvent is CC(C)O (2-propanol). Reaction conditions: temperature 160 celsius. Yields the product N1(CCNCC1)C1=NC=CC(=N1)C=1SC=CC1 (2-piperazin-1-yl-4-thiophen-2-yl-pyrimidine). Reaction SMILES: Cl[C:2]1[N:7]=[C:6]([C:8]2[S:9][CH:10]=[CH:11][CH:12]=2)[CH:5]=[CH:4][N:3]=1.[NH:13]1[CH2:18][CH2:17][NH:16][CH2:15][CH2:14]1>CC(O)C>[N:13]1([C:2]2[N:7]=[C:6]([C:8]3[S:9][CH:10]=[CH:11][CH:12]=3)[CH:5]=[CH:4][N:3]=2)[CH2:18][CH2:17][NH:16][CH2:15][CH2:14]1. Reported procedure: To a microwave tube was added 2-chloro-4-thiophen-2-yl-pyrimidine (20 mg, 0.1 mmol), piperazine (26 mg, 0.3 mmol) and 2-propanol (0.6 mL). The resulting mixture was heated at 160° C. for 60 minutes using the microwave instrument. The resulting mixture was extracted with EtOAc. The organic layer was dried and concentrated, and the residue was purified by preparative TLC (hexanes/EtOAc) to yield the title compound as a solid. The reactants are CC(=O)OCCCn1cc(C=O)c2cc(Br)ccc2c1=O, O=C([O-])[O-], Cc1c(F)cc(C(=O)NC2CC2)cc1B1OC(C)(C)C(C)(C)O1, [K+], [K+], CN(C)C=O, O. Product: CC(=O)OCCCn1cc(C=O)c2cc(-c3cc(C(=O)NC4CC4)cc(F)c3C)ccc2c1=O. RXN SMILES: [C:1]([CH3:2])(=[O:3])[O:4][CH2:5][CH2:6][CH2:7][n:8]1[c:9](=[O:21])[c:10]2[cH:11][cH:12][c:13]([Br:20])[cH:14][c:15]2[c:16]([CH:18]=[O:19])[cH:17]1.[C:22](=[O:23])([O-:24])[O-:25].[CH:28]1([NH:31][C:32]([c:33]2[cH:34][c:35]([F:49])[c:36]([CH3:48])[c:37]([B:39]3[O:40][C:41]([CH3:42])([CH3:43])[C:44]([CH3:45])([CH3:46])[O:47]3)[cH:38]2)=[O:50])[CH2:29][CH2:30]1.[K+:26].[K+:27].[O:51]=[CH:52][N:53]([CH3:54])[CH3:55].[OH2:56]>>[C:1]([CH3:2])(=[O:3])[O:4][CH2:5][CH2:6][CH2:7][n:8]1[c:9](=[O:21])[c:10]2[cH:11][cH:12][c:13](-[c:37]3[c:36]([CH3:48])[c:35]([F:49])[cH:34][c:33]([C:32]([NH:31][CH:28]4[CH2:29][CH2:30]4)=[O:50])[cH:38]3)[cH:14][c:15]2[c:16]([CH:18]=[O:19])[cH:17]1. Reactants: N (ammonia), ClC1=CC(=C(OC2=CC=C(C=C2)C(C)=NO)C=C1)F (1-[4-(4-chloro-2-fluoro-phenoxy)-phenyl]-ethanone-oxime), [H][H] (hydrogen). Reagents/catalysts: [Ni] (Raney nickel). Solvent: CO (methanol). Yields the product ClC1=CC(=C(OC2=CC=C(C=C2)C(C)N)C=C1)F (1-[4-(4-chloro-2-fluoro-phenoxy)-phenyl]-ethylamine). Yield: 89.0%. As a reaction SMILES: [Cl:1][C:2]1[CH:18]=[CH:17][C:5]([O:6][C:7]2[CH:12]=[CH:11][C:10]([C:13](=[N:15]O)[CH3:14])=[CH:9][CH:8]=2)=[C:4]([F:19])[CH:3]=1.N.[H][H]>CO.[Ni]>[Cl:1][C:2]1[CH:18]=[CH:17][C:5]([O:6][C:7]2[CH:8]=[CH:9][C:10]([CH:13]([NH2:15])[CH3:14])=[CH:11][CH:12]=2)=[C:4]([F:19])[CH:3]=1. Procedure: 2.60 g (9.3 mmol) of 1-[4-(4-chloro-2-fluoro-phenoxy)-phenyl]-ethanone-oxime were dissolved in 20 mL methanol, then combined with 30 mL 7N methanolic ammonia solution and after the addition of 0.2 g Raney nickel hydrogenated at ambient temperature and 50 psi hydrogen pressure. Then the catalyst was filtered off and the filtrate was evaporated down. The crude product thus obtained was reacted further without any further purification. Starting materials: [Na] (sodium), C(CC)(=O)CC(=O)OC (methyl propionylacetate), ClC=1C(=NC=C(C1)C(F)(F)F)OC1=CC=C(OC(C(=O)Cl)C)C=C1 (2-[4-(3-chloro-5-trifluoromethyl-2-pyridyloxy)phenoxy]propionic acid chloride). The solvent is C1=CC=CC=C1 (benzene). Product: C(CC)(=O)C(C(=O)OC)C(C(C)OC1=CC=C(C=C1)OC1=NC=C(C=C1Cl)C(F)(F)F)=O (methyl 2-propionyl-4-[4-(3-chloro-5-trifluoromethyl-2-pyridyloxy)phenoxy]-3-oxopentanoate). Reaction SMILES: [Cl:1][C:2]1[C:3]([O:12][C:13]2[CH:24]=[CH:23][C:16]([O:17][CH:18]([CH3:22])[C:19](Cl)=[O:20])=[CH:15][CH:14]=2)=[N:4][CH:5]=[C:6]([C:8]([F:11])([F:10])[F:9])[CH:7]=1.[Na].[C:26]([CH2:30][C:31]([O:33][CH3:34])=[O:32])(=[O:29])[CH2:27][CH3:28]>C1C=CC=CC=1>[C:26]([CH:30]([C:19](=[O:20])[CH:18]([O:17][C:16]1[CH:23]=[CH:24][C:13]([O:12][C:3]2[C:2]([Cl:1])=[CH:7][C:6]([C:8]([F:11])([F:10])[F:9])=[CH:5][N:4]=2)=[CH:14][CH:15]=1)[CH3:22])[C:31]([O:33][CH3:34])=[O:32])(=[O:29])[CH2:27][CH3:28] |^1:24|. Reported procedure: Following the procedure of Example 4, 2-[4-(3-chloro-5-trifluoromethyl-2-pyridyloxy)phenoxy]propionic acid chloride is added to the sodium salt of methyl propionylacetate in benzene to give methyl 2-propionyl-4-[4-(3-chloro-5-trifluoromethyl-2-pyridyloxy)phenoxy]-3-oxopentanoate (cpd. 27, Table C). This pentanoate is then heated with sodium chloride and DMSO to give 2-[4-(3-chloro-5-trifluoromethyl-2-pyridyloxy)phenoxy]-3,5-heptanedione (cpd. 27, Table D).